Dataset: the Open Reaction Database (ORD), a public repository of structured organic reaction records. Task: describe an organic reaction: reactants, conditions, products, and yield Reactants: CC(C)(C)OC(=O)COc1cccc(CNCc2ccc(-c3ncccn3)cc2)c1, Cl, O=S(=O)(Cl)c1ccccn1. Yields the product CC(C)(C)OC(=O)COc1cccc(CN(Cc2ccc(-c3ncccn3)cc2)S(=O)(=O)c2ccccn2)c1. RXN SMILES: [C:1]([CH3:2])([CH3:3])([CH3:4])[O:5][C:6]([CH2:7][O:8][c:9]1[cH:10][c:11]([CH2:15][NH:16][CH2:17][c:18]2[cH:19][cH:20][c:21](-[c:24]3[n:25][cH:26][cH:27][cH:28][n:29]3)[cH:22][cH:23]2)[cH:12][cH:13][cH:14]1)=[O:30].[ClH:31].[n:32]1[c:33]([S:38](=[O:39])(=[O:40])[Cl:41])[cH:34][cH:35][cH:36][cH:37]1>>[C:1]([CH3:2])([CH3:3])([CH3:4])[O:5][C:6]([CH2:7][O:8][c:9]1[cH:10][c:11]([CH2:15][N:16]([CH2:17][c:18]2[cH:19][cH:20][c:21](-[c:24]3[n:25][cH:26][cH:27][cH:28][n:29]3)[cH:22][cH:23]2)[S:38]([c:33]2[n:32][cH:37][cH:36][cH:35][cH:34]2)(=[O:39])=[O:40])[cH:12][cH:13][cH:14]1)=[O:30]. Reactants: C([O-])([O-])=O.[Na+].[Na+] (sodium carbonate), BrC1=CC=C(COC2=C(C=C(C=C2)C)C2=CC=CC(=N2)N2N=CC(=C2C(F)(F)F)C(=O)OCC)C=C1 (Ethyl 1-(6-(2-((4-bromobenzyl)oxy)-5-methylphenyl)pyridin-2-yl)-5-(trifluoromethyl)-1H-pyrazole-4-carboxylate), CC1(OB(OC1(C)C)C=1CCN(CC1)C(=O)OC(C)(C)C)C (tert-butyl 4-(4,4,5,5-tetramethyl-1,3,2-dioxaborolan-2-yl)-3,6-dihydropyridine-1(2H)-carboxylate). The reagents and catalysts are Cl[Pd]([P](C1=CC=CC=C1)(C2=CC=CC=C2)C3=CC=CC=C3)([P](C4=CC=CC=C4)(C5=CC=CC=C5)C6=CC=CC=C6)Cl (trans-dichlorobis(triphenylphosphine)palladium). Run in C(C)#N (Acetonitrile). Conditions: temperature 70 celsius, time 15 hour. Product: C(C)OC(=O)C=1C=NN(C1C(F)(F)F)C1=CC=CC(=N1)C1=C(OCC2=CC=C(C=C2)C=2CCN(CC2)C(=O)OC(C)(C)C)C=CC(=C1)C (tert-Butyl 4-(4-((2-(6-(4-(ethoxycarbonyl)-5-(trifluoromethyl)-1H-pyrazol-1-yl)pyridin-2-yl)-4-methylphenoxy)methyl)phenyl)-3,6-dihydropyridine-1 (2H)-carboxylate). As a reaction SMILES: Br[C:2]1[CH:36]=[CH:35][C:5]([CH2:6][O:7][C:8]2[CH:13]=[CH:12][C:11]([CH3:14])=[CH:10][C:9]=2[C:15]2[N:20]=[C:19]([N:21]3[C:25]([C:26]([F:29])([F:28])[F:27])=[C:24]([C:30]([O:32][CH2:33][CH3:34])=[O:31])[CH:23]=[N:22]3)[CH:18]=[CH:17][CH:16]=2)=[CH:4][CH:3]=1.CC1(C)C(C)(C)OB([C:45]2[CH2:46][CH2:47][N:48]([C:51]([O:53][C:54]([CH3:57])([CH3:56])[CH3:55])=[O:52])[CH2:49][CH:50]=2)O1.C(=O)([O-])[O-].[Na+].[Na+]>Cl[Pd](Cl)([P](C1C=CC=CC=1)(C1C=CC=CC=1)C1C=CC=CC=1)[P](C1C=CC=CC=1)(C1C=CC=CC=1)C1C=CC=CC=1.C(#N)C>[CH2:33]([O:32][C:30]([C:24]1[CH:23]=[N:22][N:21]([C:19]2[N:20]=[C:15]([C:9]3[CH:10]=[C:11]([CH3:14])[CH:12]=[CH:13][C:8]=3[O:7][CH2:6][C:5]3[CH:35]=[CH:36][C:2]([C:45]4[CH2:50][CH2:49][N:48]([C:51]([O:53][C:54]([CH3:57])([CH3:56])[CH3:55])=[O:52])[CH2:47][CH:46]=4)=[CH:3][CH:4]=3)[CH:16]=[CH:17][CH:18]=2)[C:25]=1[C:26]([F:29])([F:28])[F:27])=[O:31])[CH3:34] |f:2.3.4,^1:67,86|. Reported procedure: A vial was charged with the title compound from Example 12 Step C (375 mg, 0.669 mmol), tert-butyl 4-(4,4,5,5-tetramethyl-1,3,2-dioxaborolan-2-yl)-3,6-dihydropyridine-1(2H)-carboxylate (310 mg, 1.00 mmol; Tetrahedron Lett, 2000, 41, 3705-3708) and trans-dichlorobis(triphenylphosphine)palladium (II) (47 mg, 0.067 mmol). Acetonitrile (2.2 mL) and sodium carbonate (1.7 mL, 1.0 M aqueous, 1.7 mmol) were added, and the resulting mixture was degassed via nitrogen sparge. The reaction mixture was stirr... Reactants: [Li]C(C)CC (s-BuLi), ClC1=C2C(=NC=C1)N(C=C2)[Si](C(C)C)(C(C)C)C(C)C (4-chloro-1-(triisopropylsilyl)-1H-pyrrolo[2,3-b]pyridine), II (I2), [Cl-].[NH4+] (ammonium chloride), S(=O)([O-])[O-].[Na+].[Na+] (sodium sulfite), CCCC[N+](CCCC)(CCCC)CCCC.[F-] (TBAF). Run in C1CCOC1 (THF), C1CCOC1 (THF), C(C)(=O)OCC (ethyl acetate), O (water). Run at temperature -78 celsius, time 30 minute. Yields the product ClC1=C2C(=NC=C1I)NC=C2 (4-chloro-5-iodo-1H-pyrrolo[2,3-b]pyridine). The yield is 73.1%. RXN SMILES: [Li]C(CC)C.[Cl:6][C:7]1[CH:12]=[CH:11][N:10]=[C:9]2[N:13]([Si](C(C)C)(C(C)C)C(C)C)[CH:14]=[CH:15][C:8]=12.[I:26]I.[Cl-].[NH4+].S([O-])([O-])=O.[Na+].[Na+].CCCC[N+](CCCC)(CCCC)CCCC.[F-]>C1COCC1.C(OCC)(=O)C.O>[Cl:6][C:7]1[C:12]([I:26])=[CH:11][N:10]=[C:9]2[NH:13][CH:14]=[CH:15][C:8]=12 |f:3.4,5.6.7,8.9|. Procedure details: s-BuLi (59.3 mL, 71.2 mmol, 1.4M in cyclohexane) at −78° C. was added to 4-chloro-1-(triisopropylsilyl)-1H-pyrrolo[2,3-b]pyridine (10.0 g, 32.4 mmol) in THF (100 mL), and the reaction was stirred at −78° C. for 30 minutes. I2 (20.5 g, 80.9 mmol) in THF (50 mL) was added, and the reaction was stirred at −78° C. for 20 minutes. A saturated ammonium chloride solution (50 mL) and a saturated sodium sulfite solution (50 mL) were added, and the mixture was extracted with hexanes (200 mL), washed with ... Yields the product C1(=CC=CC=C1)C=CC1=CC=CC=C1 (Stilbene). Reactants: [HPS-N(C2H4OC2H4OCH3)3Br]Pt, complex, C1(=CC=CC=C1)\C=C\C1=CC=CC=C1 (trans-stilbene). Solvent: CO (methanol), CO (methanol). As a reaction SMILES: [C:1]1(/[CH:7]=[CH:8]/[C:9]2[CH:14]=[CH:13][CH:12]=[CH:11][CH:10]=2)[CH:6]=[CH:5][CH:4]=[CH:3][CH:2]=1>CO>[C:1]1([CH:7]=[CH:8][C:9]2[CH:10]=[CH:11][CH:12]=[CH:13][CH:14]=2)[CH:6]=[CH:5][CH:4]=[CH:3][CH:2]=1. Run at time 11 hour. Procedure: Into a 30 mL two-neck flask, a methanol solution (0.04 g/L, 70 μL) of the [HPS-N(C2H4OC2H4OCH3)3Br]Pt particle complex prepared in Example 17 and 180 mg of trans-stilbene were charged and thereto, 2 mL of methanol was added. The inside of the system was purged with hydrogen and the reaction was effected at room temperature for 11 hours. A dibenzyl derived from reduction of trans-stilbene was obtained in a yield measured by G.C. of 93%. The reactants are COC1=CC=CC(=C1)N, C1=CC(=CC(=C1)Br)C(F)(F)F. The reagents and catalysts are CC(C)(C)[O-].[Na+], CC1(C2=C(C(=CC=C2)P(C3=CC=CC=C3)C4=CC=CC=C4)OC5=C1C=CC=C5P(C6=CC=CC=C6)C7=CC=CC=C7)C, CC(=O)O.CC(=O)O.[Pd]. The solvent is COC1=CC=CC=C1. Run at temperature 50 celsius. Yields the product COC1=CC=CC(=C1)NC2=CC=CC(=C2)C(F)(F)F. Yield: 0.0%. Procedure: PdOAc2 (8 mg, 0.04 mmol) and (9,9-dimethyl-9H-xanthene-4,5-diyl)bis(diphenylphosphine) (40 mg, 0.07 mmol) were added to a dried vial. The vial was caped with a septa-cap and inerted with nitrogen. Degassed anisole (2 mL)was added and the catalyst mixture was heated to 50ºC for 30 minutes, then cooled down to rt.  A dry 2ml microwave vial was charged with sodium 2-methylpropan-2-olate (52 mg, 0.54 mmol). It was caped and inerted with nitrogen. A degassed mixture of 1-bromo-3-(trifluoromethyl)benz... The reactants are C[N+]1([O-])CCOCC1, CCC(O)c1cc2c(c(Cl)c1OC(C)C)OC(C)(C)C=C2C(C)C. Yields the product CCC(=O)c1cc2c(c(Cl)c1OC(C)C)OC(C)(C)C=C2C(C)C. As a reaction SMILES: [CH3:25][N+:26]1([O-:27])[CH2:28][CH2:29][O:30][CH2:31][CH2:32]1.[Cl:1][c:2]1[c:3]([O:21][CH:22]([CH3:23])[CH3:24])[c:4]([CH:17]([CH2:18][CH3:19])[OH:20])[cH:5][c:6]2[c:11]1[O:10][C:9]([CH3:12])([CH3:13])[CH:8]=[C:7]2[CH:14]([CH3:15])[CH3:16]>>[Cl:1][c:2]1[c:3]([O:21][CH:22]([CH3:23])[CH3:24])[c:4]([C:17]([CH2:18][CH3:19])=[O:20])[cH:5][c:6]2[c:11]1[O:10][C:9]([CH3:12])([CH3:13])[CH:8]=[C:7]2[CH:14]([CH3:15])[CH3:16]. Reactants: C(C)(C)(C)OC(=O)N1CCC(CC1)(F)CN1C(C2=CC=CC=C2C1=O)=O (4-[(1,3-dioxoisoindolin-2-yl)methyl]-4-fluoropiperidinecarboxylic acid tert-butyl ester), O.NN (hydrazine monohydrate). Run in C(C)O (ethanol). Conditions: time 2 hour. The product is C(C)(C)(C)OC(=O)N1CCC(CC1)(F)CN (4-(aminomethyl)-4-fluoropiperidinecarboxylic acid tert-butyl ester). RXN SMILES: [C:1]([O:5][C:6]([N:8]1[CH2:13][CH2:12][C:11]([CH2:15][N:16]2C(=O)C3C(=CC=CC=3)C2=O)([F:14])[CH2:10][CH2:9]1)=[O:7])([CH3:4])([CH3:3])[CH3:2].O.NN>C(O)C>[C:1]([O:5][C:6]([N:8]1[CH2:9][CH2:10][C:11]([CH2:15][NH2:16])([F:14])[CH2:12][CH2:13]1)=[O:7])([CH3:4])([CH3:3])[CH3:2] |f:1.2|. Reported procedure: The 4-[(1,3-dioxoisoindolin-2-yl)methyl]-4-fluoropiperidinecarboxylic acid tert-butyl ester was dissolved in ethanol (200 mL), and then hydrazine monohydrate (10.0 mL) was added. After stirring at room temperature for 2 hours, the precipitated solid was filtered out and the filtrate was concentrated under reduced pressure. The obtained crudely purified product was further purified by silica gel column chromatography (5% MeOH/CH2Cl2) to obtain 4-(aminomethyl)-4-fluoropiperidinecarboxylic acid ter... Starting materials: N1N=NC=C1 (1,2,3-triazole), COCCOCCl (2-methoxyethoxymethyl chloride). The product is COCCOCN1N=NC=C1 (1-(2-Methoxyethoxymethyl)-1,2,3-triazole). Reaction SMILES: [NH:1]1[CH:5]=[CH:4][N:3]=[N:2]1.[CH3:6][O:7][CH2:8][CH2:9][O:10][CH2:11]Cl>>[CH3:6][O:7][CH2:8][CH2:9][O:10][CH2:11][N:1]1[CH:5]=[CH:4][N:3]=[N:2]1. Procedure: The title compound was prepared from 1,2,3-triazole and 2-methoxyethoxymethyl chloride, by a similar method to that of Preparation 40, as a colourless oil which was characterised by 1H-NMR spectroscopy (300 MHz, CDCl3): δ=3.31(s,3H), 3.46(m,2H), 3.62(m,2H), 5.77(s,2H), 7.73(s,1H),7.75(s,1H) ppm. Starting materials: CC(C)[SiH](C)C(C)C, C=C[Si](C)(C=C)O[Si](C)(C)C, Cl, [Pt]. Product: CC(C)[Si](C)(Cl)C(C)C. RXN SMILES: [CH3:2][SiH:3]([CH:4]([CH3:5])[CH3:6])[CH:7]([CH3:8])[CH3:9].[CH:10]([Si:11]([CH:12]=[CH2:13])([CH3:14])[O:15][Si:16]([CH3:17])([CH3:18])[CH3:19])=[CH2:20].[ClH:1].[Pt:21]>>[Cl:1][Si:3]([CH3:2])([CH:4]([CH3:5])[CH3:6])[CH:7]([CH3:8])[CH3:9].